From a dataset of the Open Reaction Database (ORD), a public repository of structured organic reaction records. describe an organic reaction: reactants, conditions, products, and yield Reaction SMILES: [OH-].[Na+].[OH:3][C:4]1[CH:13]=[CH:12][C:7]([C:8]([O:10]C)=[O:9])=[CH:6][CH:5]=1.Br[CH2:15][CH2:16][CH2:17][CH:18]=[CH2:19]>[Br-].C([N+](CCCC)(CCCC)CCCC)CCC.O>[CH2:19]([O:3][C:4]1[CH:13]=[CH:12][C:7]([C:8]([OH:10])=[O:9])=[CH:6][CH:5]=1)[CH2:18][CH2:17][CH:16]=[CH2:15] |f:0.1,4.5|. Procedure: 2 g of sodium hydroxide, 15 ml of distilled water, 7.6 g of methyl 4-hydroxybenzoate, 0.16 g of tetrabutylammonium bromide and 5.92 ml of 5-bromopent-1-ene are successively placed in a reactor. Vigorous stirring is maintained at ambient temperature for 12 hours. After having added 30 ml of a 2.5M sodium hydroxide solution, the reaction medium is heated at 60–80° C. for 90 minutes. It is subsequently diluted with 120 ml of distilled water and extracted with two times 50 ml of diethylether. The aq... The solvent is O (water), O (water). Product: C(CCC=C)OC1=CC=C(C(=O)O)C=C1 (para-(pent-4-enoxy)benzoic acid). Starting materials: [OH-].[Na+] (sodium hydroxide), [OH-].[Na+] (sodium hydroxide), OC1=CC=C(C(=O)OC)C=C1 (methyl 4-hydroxybenzoate), BrCCCC=C (5-bromopent-1-ene). The reagents and catalysts are [Br-].C(CCC)[N+](CCCC)(CCCC)CCCC (tetrabutylammonium bromide). The yield is 93.0%. The reactants are O=C1CCC(=O)N1Br, CC(O[Si](C)(C)C(C)(C)C)C1CCC2C3CC=C4C(C)(C)C(OC(=O)c5ccccc5)CCC4(C)C3CCC12C, C1CCCCC1, Cc1ccccc1, CCN(C(C)C)C(C)C, [Na+], [Na+], O=S([O-])([O-])=S. Product: CC(O[Si](C)(C)C(C)(C)C)C1CCC2C3=CC=C4C(C)(C)C(OC(=O)c5ccccc5)CCC4(C)C3CCC21C. Reaction SMILES: [Br:41][N:42]1[C:43](=[O:44])[CH2:45][CH2:46][C:47]1=[O:48].[C:1]([c:2]1[cH:3][cH:4][cH:5][cH:6][cH:7]1)(=[O:8])[O:9][CH:10]1[C:11]([CH3:39])([CH3:40])[C:12]2=[CH:13][CH2:14][CH:15]3[CH:16]4[CH2:17][CH2:18][CH:19]([CH:20]([CH3:21])[O:22][Si:23]([CH3:24])([CH3:25])[C:26]([CH3:27])([CH3:28])[CH3:29])[C:30]4([CH3:38])[CH2:31][CH2:32][CH:33]3[C:34]2([CH3:37])[CH2:35][CH2:36]1.[CH2:65]1[CH2:66][CH2:67][CH2:68][CH2:69][CH2:70]1.[CH3:71][c:72]1[cH:73][cH:74][cH:75][cH:76][cH:77]1.[CH:56]([N:57]([CH2:58][CH3:59])[CH:60]([CH3:61])[CH3:62])([CH3:63])[CH3:64].[Na+:54].[Na+:55].[S:49]([O-:50])([O-:51])(=[O:52])=[S:53]>>[C:1]([c:2]1[cH:3][cH:4][cH:5][cH:6][cH:7]1)(=[O:8])[O:9][CH:10]1[C:11]([CH3:39])([CH3:40])[C:12]2=[CH:13][CH:14]=[C:15]3[CH:16]4[CH2:17][CH2:18][CH:19]([CH:20]([CH3:21])[O:22][Si:23]([CH3:24])([CH3:25])[C:26]([CH3:27])([CH3:28])[CH3:29])[C:30]4([CH3:38])[CH2:31][CH2:32][CH:33]3[C:34]2([CH3:37])[CH2:35][CH2:36]1.